This data is from the Open Reaction Database (ORD), a public repository of structured organic reaction records. The task is: describe an organic reaction: reactants, conditions, products, and yield Starting materials: [H-].[Na+] (NaH), O (water), CC1(C=2C=CC(=CC2C(CC1)(C)C)NC1=NC=C(C=N1)C(=O)OCC)C (Ethyl 2-[N-(5,6,7,8-tetrahydro-5,5,8,8-tetramethylnaphthalen-2-yl)amino]-pyrimidine-5-carboxylate), CI (methyl iodide). The solvent is CN(C)C=O (DMF), CN(C)C=O (DMF). The product is CN(C1=CC=2C(CCC(C2C=C1)(C)C)(C)C)C1=NC=C(C=N1)C(=O)OCC (ethyl 2-[N-methyl-N-(5,6,7,8-tetrahydro-5,5,8,8-tetramethylnaphthalene-2-yl)amino]pyrimidine-5-carboxylate). Isolated yield 97.0%. Reaction SMILES: [CH3:1][C:2]1([CH3:26])[CH2:11][CH2:10][C:9]([CH3:13])([CH3:12])[C:8]2[CH:7]=[C:6]([NH:14][C:15]3[N:20]=[CH:19][C:18]([C:21]([O:23][CH2:24][CH3:25])=[O:22])=[CH:17][N:16]=3)[CH:5]=[CH:4][C:3]1=2.[H-].[Na+].[CH3:29]I.O>CN(C=O)C>[CH3:29][N:14]([C:15]1[N:16]=[CH:17][C:18]([C:21]([O:23][CH2:24][CH3:25])=[O:22])=[CH:19][N:20]=1)[C:6]1[CH:5]=[CH:4][C:3]2[C:2]([CH3:26])([CH3:1])[CH2:11][CH2:10][C:9]([CH3:12])([CH3:13])[C:8]=2[CH:7]=1 |f:1.2|. Procedure details: Ethyl 2-[N-(5,6,7,8-tetrahydro-5,5,8,8-tetramethylnaphthalen-2-yl)amino]-pyrimidine-5-carboxylate (104 mg) was dissolved in dry DMF (3 ml), and the solution was added with a suspension of NaH (40 mg) in DMF (2 ml). The mixture was then added with methyl iodide (0.5 ml) and stirred. After the disappearance of the materials was observed with TLC, the reaction mixture was poured into water, and extracted with CH2Cl2. The organic layer was dried over Na2SO4, and the solvent was evaporated. The resid... Product: FC(C1=C(C=CC=C1)CCN1CCN(CC1)C(=O)C1=C(NC(=C(C1C1=C(C=CC=C1)OCC1=CC=CC=C1)[N+](=O)[O-])C)C)(F)F (4-(2-Benzyloxyphenyl)-1,4-dihydro-2,6-dimethyl-5-nitropyridine-3-carboxylic acid 4-(2-trifluoromethylphenylethyl)piperazide). Run in C(C)(C)O (isopropanol). As a reaction SMILES: [CH2:1]([O:8][C:9]1[CH:14]=[CH:13][CH:12]=[CH:11][C:10]=1[CH:15]=[C:16]([N+:20]([O-:22])=[O:21])[C:17](=O)[CH3:18])[C:2]1[CH:7]=[CH:6][CH:5]=[CH:4][CH:3]=1.[F:23][C:24]([F:46])([F:45])[C:25]1[CH:30]=[CH:29][CH:28]=[CH:27][C:26]=1[CH2:31][CH2:32][N:33]1[CH2:38][CH2:37][N:36]([C:39](=[O:44])/[CH:40]=[C:41](\[NH2:43])/[CH3:42])[CH2:35][CH2:34]1>C(O)(C)C>[F:46][C:24]([F:23])([F:45])[C:25]1[CH:30]=[CH:29][CH:28]=[CH:27][C:26]=1[CH2:31][CH2:32][N:33]1[CH2:34][CH2:35][N:36]([C:39]([C:40]2[CH:15]([C:10]3[CH:11]=[CH:12][CH:13]=[CH:14][C:9]=3[O:8][CH2:1][C:2]3[CH:7]=[CH:6][CH:5]=[CH:4][CH:3]=3)[C:16]([N+:20]([O-:22])=[O:21])=[C:17]([CH3:18])[NH:43][C:41]=2[CH3:42])=[O:44])[CH2:37][CH2:38]1. Procedure: 2.97 g (10 mmol) of 1-(-2-benzyloxyphenyl)-2-nitro-1-buten-3-one and 2.96 g (mmol) of 3-aminocrotonic acid 4-(2-trifluoromethylphenylethyl)piperazide are heated in 15 ml of isopropanol at 60° C. for 4 hours. After cooling, a crude product is obtained, and this is recrystallized from a littel ethanol. The reactants are C(C1=CC=CC=C1)OC1=C(C=CC=C1)C=C(C(C)=O)[N+](=O)[O-] (1-(-2-benzyloxyphenyl)-2-nitro-1-buten-3-one), FC(C1=C(C=CC=C1)CCN1CCN(CC1)C(\C=C(\C)/N)=O)(F)F (3-aminocrotonic acid 4-(2-trifluoromethylphenylethyl)piperazide). Reactants: C(C)(=O)SCC(C(=O)NC=1C=C(C(=O)O)C=C(C1)CC)CC1=CC=CC=C1 (3-[(2-Acetylthiomethyl-3-phenylpropionyl)amino]-5-ethylbenzoic acid), Cl (hydrochloric acid), compound, N1CCCC1 (pyrrolidine). Solvent: O (water). Run at time 20 minute. The product is SCC(C(=O)NC=1C=C(C(=O)O)C=C(C1)CC)CC1=CC=CC=C1 (3-[(2-mercaptomethyl-3-phenylpropionyl)amino]-5-ethylbenzoic acid). Yield: 33.7%. RXN SMILES: C([S:4][CH2:5][CH:6]([CH2:21][C:22]1[CH:27]=[CH:26][CH:25]=[CH:24][CH:23]=1)[C:7]([NH:9][C:10]1[CH:11]=[C:12]([CH:16]=[C:17]([CH2:19][CH3:20])[CH:18]=1)[C:13]([OH:15])=[O:14])=[O:8])(=O)C.N1CCCC1.Cl>O>[SH:4][CH2:5][CH:6]([CH2:21][C:22]1[CH:23]=[CH:24][CH:25]=[CH:26][CH:27]=1)[C:7]([NH:9][C:10]1[CH:11]=[C:12]([CH:16]=[C:17]([CH2:19][CH3:20])[CH:18]=1)[C:13]([OH:15])=[O:14])=[O:8]. Reported procedure: 3-[(2-Acetylthiomethyl-3-phenylpropionyl)amino]-5-ethylbenzoic acid (compound of Example 64) (1.0 g) is suspended in water (10 ml), and thereto is added pyrrolidine (0.6 g) under nitrogen, and the mixture is stirred at room temperature for 20 minutes. The reaction mixture is adjusted to pH 1 with conc. hydrochloric acid and is extracted with ethyl acetate (100 ml). The extract is washed with saturated aqueous sodium chloride solution, dried over anhydrous sodium sulfate, and ethyl acetate is dis... Starting materials: C1CCOC1, FC(F)(F)c1ccc(CBr)cc1, [H-], [Na+], O=c1cc(O)ccn1-c1ccc2c(cnn2CCN2CCCC2)c1. Product: O=c1cc(OCc2ccc(C(F)(F)F)cc2)ccn1-c1ccc2c(cnn2CCN2CCCC2)c1. Reaction SMILES: [CH2:39]1[O:40][CH2:41][CH2:42][CH2:43]1.[F:27][C:28]([c:29]1[cH:30][cH:31][c:32]([CH2:33][Br:34])[cH:35][cH:36]1)([F:37])[F:38].[H-:26].[Na+:25].[OH:1][c:2]1[cH:3][c:4](=[O:24])[n:5](-[c:8]2[cH:9][c:10]3[cH:11][n:12][n:13]([CH2:17][CH2:18][N:19]4[CH2:20][CH2:21][CH2:22][CH2:23]4)[c:14]3[cH:15][cH:16]2)[cH:6][cH:7]1>>[O:1]([c:2]1[cH:3][c:4](=[O:24])[n:5](-[c:8]2[cH:9][c:10]3[cH:11][n:12][n:13]([CH2:17][CH2:18][N:19]4[CH2:20][CH2:21][CH2:22][CH2:23]4)[c:14]3[cH:15][cH:16]2)[cH:6][cH:7]1)[CH2:33][c:32]1[cH:31][cH:30][c:29]([C:28]([F:27])([F:37])[F:38])[cH:36][cH:35]1. Reactants: COC([C@H](N(CC1=CC=CC=C1)[P@](=O)(C1=CC=CC=C1)CC)C)=O (N-((R)-Ethylphenylphosphinyl)-N-benzyl-D-alanine methyl ester), NO[K] (NH2OK), Cl (HCl). Run at time 16 hour. The product is ONC([C@@H](C)N[P@](=O)(C1=CC=CC=C1)CC)=O (N-hydroxy-2(R)-[[(R)-ethylphenyl-phosphinyl]amino]-propionamide). Isolated yield 33.0%. Reaction SMILES: C[O:2][C:3](=O)[C@@H:4]([CH3:23])[N:5]([P@@:13]([CH2:21][CH3:22])([C:15]1[CH:20]=[CH:19][CH:18]=[CH:17][CH:16]=1)=[O:14])CC1C=CC=CC=1.[NH2:25][O:26][K].Cl>>[OH:26][NH:25][C:3](=[O:2])[C@H:4]([NH:5][P@@:13]([CH2:21][CH3:22])([C:15]1[CH:20]=[CH:19][CH:18]=[CH:17][CH:16]=1)=[O:14])[CH3:23]. Procedure details: N-((R)-Ethylphenylphosphinyl)-N-benzyl-D-alanine methyl ester (333 mg, 0.96 mmol) is treated with a solution of NH2OK (3.3 mL, 1.76M in methanol) prepared as described in Fieser and Fieser, Vol. 1, p. 478. The reaction is stirred for 16 hours at which time TLC indicates completion. The reaction mixture is neutralized with 1M aqueous HCl and the volatiles are removed. The residue is purified by silica gel flash chromatography (95:5 ethyl acetate:methanol) to give 110 mg (33%) of N-hydroxy-2(R)-[[... Starting materials: C(C)(C)(C)OC(C(=C(CCl)O)C#N)=O (4-chloro-2-cyano-3-hydroxy-but-2-enoic acid tert-butyl ester), 1c, C(#N)N=C(SC)[S-].[K+] (potassium methyl N-cyanodithioimidocarbonate), 1e. The solvent is CC(=O)C (acetone). Reaction conditions: time 1 hour. Product: C(C)(C)(C)OC(C(C(=O)C1=C(N=C(S1)SC)N)C#N)=O (3-(4-amino-2-methylsulfanyl-thiazol-5-yl)-2-cyano-3-oxo-propionic acid tert-butyl ester), 1h. As a reaction SMILES: [C:1]([O:5][C:6](=[O:14])[C:7]([C:12]#[N:13])=[C:8]([OH:11])[CH2:9]Cl)([CH3:4])([CH3:3])[CH3:2].[C:15]([N:17]=[C:18]([S-:21])[S:19][CH3:20])#[N:16].[K+]>CC(C)=O>[C:1]([O:5][C:6](=[O:14])[CH:7]([C:12]#[N:13])[C:8]([C:9]1[S:21][C:18]([S:19][CH3:20])=[N:17][C:15]=1[NH2:16])=[O:11])([CH3:4])([CH3:3])[CH3:2] |f:1.2|. Procedure details: To a stirred solution of 4-chloro-2-cyano-3-hydroxy-but-2-enoic acid tert-butyl ester Compound 1c (51.3 g, 236 mmol) at 0° C. in acetone (750 mL) was added potassium methyl N-cyanodithioimidocarbonate Compound 1e (40.2 g, 236 mmol). After 1 hr the reaction was allowed to warm to RT. The reaction mixture was evaporated down after stirring for 18 hrs. The resulting residue was extracted with ethyl acetate from saturated NaHCO3. The combined organic layers were dried over MgSO4 and the solvent remo... Starting materials: NC(=O)NC1=C(SC(=C1)Br)C(=O)N ((Aminocarbonyl)amino-5-bromothiophene-2-carboxamide), S1C=C(C2=C1C=CC=C2)B(O)O (1-benzothien-3-ylboronic acid). The solvent is COCCOC (1,2-dimethoxyethane). Conditions: time 4.5 hour. Product: NC(=O)NC1=C(SC(=C1)C1=CSC2=C1C=CC=C2)C(=O)N ((Aminocarbonyl)amino-5-(1-benzothien-3-yl)thiophene-2-carboxamide). Reaction SMILES: [NH2:1][C:2]([NH:4][C:5]1[CH:9]=[C:8](Br)[S:7][C:6]=1[C:11]([NH2:13])=[O:12])=[O:3].[S:14]1[C:18]2[CH:19]=[CH:20][CH:21]=[CH:22][C:17]=2[C:16](B(O)O)=[CH:15]1>COCCOC>[NH2:1][C:2]([NH:4][C:5]1[CH:9]=[C:8]([C:16]2[C:17]3[CH:22]=[CH:21][CH:20]=[CH:19][C:18]=3[S:14][CH:15]=2)[S:7][C:6]=1[C:11]([NH2:13])=[O:12])=[O:3]. Procedure: 3-[(Aminocarbonyl)amino-5-bromothiophene-2-carboxamide (0.222 g) and 1-benzothien-3-ylboronic acid (0.449 g) were sonicated in 1,2-dimethoxyethane (15 ml) and saturated aqueous sodium hydrogen carbonate solution (3.5 ml) and purged with argon. Tetrakis(triphenylphosphine)-palladium (95 mg) was added and the mixture was heated at reflux with stirring for 4.5 h, then allowed to cool and stirred at room temperature overnight. The solution was filtered and washed through with 1,2-dimethoxyethane and...